This data is from the Open Reaction Database (ORD), a public repository of structured organic reaction records. The task is: describe an organic reaction: reactants, conditions, products, and yield Starting materials: O1C2C(CC(OC21)=O)(C)C (5,6-epoxy-4,4-dimethyl-tetrahydro-pyr-2-one), CC(C)(O)C (1,1-dimethyl ethanol), C1(=CC=C(C=C1)S(=O)(=O)O)C (p-toluene sulfonic acid). RXN SMILES: [O:1]1[CH:7]2[CH:2]1[C:3]([CH3:10])([CH3:9])[CH2:4][C:5](=[O:8])[O:6]2.[CH3:11][C:12]([CH3:15])([OH:14])[CH3:13].C1(C)C=CC(S(O)(=O)=O)=CC=1>N1C=CC=CC=1>[CH3:11][C:12]([CH3:15])([O:14][CH:7]1[O:6][C:5](=[O:8])[CH2:4][C:3]([CH3:10])([CH3:9])[CH:2]1[OH:1])[CH3:13]. Product: CC(C)(OC1C(C(CC(O1)=O)(C)C)O)C (6-(1,1-dimethylethoxy)-5-hydroxy-4,4-dimethyl-tetrahydro-pyr-2-one). Reaction conditions: time 41 hour. Solvent: N1=CC=CC=C1 (pyridine). Procedure details: A mixture of 500 mg of 5,6-epoxy-4,4-dimethyl-tetrahydro-pyr-2-one, 5 ml of 1,1-dimethyl ethanol and 2.5 mg of p-toluene sulfonic acid was stirred for 41 hours at room temperature and 1 ml of pyridine was then added. The mixture was evaporated to dryness under reduced pressure to obtain 6-(1,1-dimethylethoxy)-5-hydroxy-4,4-dimethyl-tetrahydro-pyr-2-one which was used as is for the next step. The reactants are COC(OC)C1(C)Oc2ccc([N+](=O)[O-])cc2C2OC21, COc1ccc(NCc2ncc[nH]2)cc1. The product is COc1ccc(N(Cc2ncc[nH]2)C2c3cc([N+](=O)[O-])ccc3OC(C)(C(OC)OC)C2O)cc1. RXN SMILES: [CH3:1][O:2][CH:3]([C:4]1([CH3:18])[O:5][c:6]2[c:7]([cH:11][c:12]([N+:15](=[O:16])[O-:17])[cH:13][cH:14]2)[CH:8]2[CH:9]1[O:10]2)[O:19][CH3:20].[CH3:21][O:22][c:23]1[cH:24][cH:25][c:26]([NH:29][CH2:30][c:31]2[nH:32][cH:33][cH:34][n:35]2)[cH:27][cH:28]1>>[CH3:1][O:2][CH:3]([C:4]1([CH3:18])[O:5][c:6]2[c:7]([cH:11][c:12]([N+:15](=[O:16])[O-:17])[cH:13][cH:14]2)[CH:8]([N:29]([c:26]2[cH:25][cH:24][c:23]([O:22][CH3:21])[cH:28][cH:27]2)[CH2:30][c:31]2[n:32][cH:33][cH:34][nH:35]2)[CH:9]1[OH:10])[O:19][CH3:20]. Yields the product N#CC1(c2ccccc2)CCC(O)(c2ccc(F)cn2)CC1. RXN SMILES: [Br:1][c:2]1[n:3][cH:4][c:5]([F:8])[cH:6][cH:7]1.[O:9]=[C:10]1[CH2:11][CH2:12][C:13]([C:16]#[N:17])([c:18]2[cH:19][cH:20][cH:21][cH:22][cH:23]2)[CH2:14][CH2:15]1>>[c:2]1([C:10]2([OH:9])[CH2:11][CH2:12][C:13]([C:16]#[N:17])([c:18]3[cH:19][cH:20][cH:21][cH:22][cH:23]3)[CH2:14][CH2:15]2)[n:3][cH:4][c:5]([F:8])[cH:6][cH:7]1. The reactants are Fc1ccc(Br)nc1, N#CC1(c2ccccc2)CCC(=O)CC1. Reactants: COc1cc(CBr)cc(OC)c1OC, Cc1ccccc1, c1ccc(P(c2ccccc2)c2ccccc2)cc1. The product is [Br-], COc1cc(C[P+](c2ccccc2)(c2ccccc2)c2ccccc2)cc(OC)c1OC. RXN SMILES: [CH3:20][O:21][c:22]1[cH:23][c:24]([CH2:25][Br:26])[cH:27][c:28]([O:32][CH3:33])[c:29]1[O:30][CH3:31].[CH3:34][c:35]1[cH:36][cH:37][cH:38][cH:39][cH:40]1.[c:1]1([P:7]([c:8]2[cH:9][cH:10][cH:11][cH:12][cH:13]2)[c:14]2[cH:15][cH:16][cH:17][cH:18][cH:19]2)[cH:2][cH:3][cH:4][cH:5][cH:6]1>>[Br-:26].[c:1]1([P+:7]([c:8]2[cH:9][cH:10][cH:11][cH:12][cH:13]2)([c:14]2[cH:15][cH:16][cH:17][cH:18][cH:19]2)[CH2:25][c:24]2[cH:23][c:22]([O:21][CH3:20])[c:29]([O:30][CH3:31])[c:28]([O:32][CH3:33])[cH:27]2)[cH:2][cH:3][cH:4][cH:5][cH:6]1.